This data is from the Open Reaction Database (ORD), a public repository of structured organic reaction records. The task is: describe an organic reaction: reactants, conditions, products, and yield RXN SMILES: [CH3:1][O:2][C:3](=[O:31])[C:4]1[CH:9]=[C:8](Br)[CH:7]=[C:6]([CH3:11])[C:5]=1[N:12]([S:20]([C:23]1[CH:28]=[CH:27][C:26]([O:29][CH3:30])=[CH:25][CH:24]=1)(=[O:22])=[O:21])[CH2:13][C:14]1[CH:15]=[N:16][CH:17]=[CH:18][CH:19]=1.[CH:32]([C:34]1[CH:35]=[C:36](B(O)O)[CH:37]=[CH:38][CH:39]=1)=[O:33]>>[CH3:1][O:2][C:3]([C:4]1[CH:9]=[C:8]([C:38]2[CH:37]=[CH:36][CH:35]=[C:34]([CH:32]=[O:33])[CH:39]=2)[CH:7]=[C:6]([CH3:11])[C:5]=1[N:12]([S:20]([C:23]1[CH:28]=[CH:27][C:26]([O:29][CH3:30])=[CH:25][CH:24]=1)(=[O:22])=[O:21])[CH2:13][C:14]1[CH:15]=[N:16][CH:17]=[CH:18][CH:19]=1)=[O:31]. Product: COC(=O)C=1C=C(C=C(C1N(CC=1C=NC=CC1)S(=O)(=O)C1=CC=C(C=C1)OC)C)C1=CC(=CC=C1)C=O (3'-Formyl-4-[(4-methoxy-benzenesulfonyl)-pyridin-3-ylmethyl-amino]-5-methyl-biphenyl-3-carboxylic acid methyl ester). The yield is 99.9%. Starting materials: COC(C1=C(C(=CC(=C1)Br)C)N(CC=1C=NC=CC1)S(=O)(=O)C1=CC=C(C=C1)OC)=O (5-Bromo-2-[(4-methoxy-benzenesulfonyl)-pyridin-3-ylmethyl-amino]-3-methyl-benzoic acid methyl ester), C(=O)C=1C=C(C=CC1)B(O)O (3-formylbenzeneboronic acid). Procedure: In the same manner as described in Example 241, 505.4 mg (1.0 mmol) of the product of Example 89 and 165 mg (1.1 mmol) of 3-formylbenzeneboronic acid provided 530 mg (100%) of the desired product as a pale yellow crystal. Electrospray Mass Spec 531 (M+H).